Dataset: the Open Reaction Database (ORD), a public repository of structured organic reaction records. Task: describe an organic reaction: reactants, conditions, products, and yield Reactants: [I-].C[N+]1=CC(=CC=C1)C(NCCC1=CC(=C(C=C1)OC(C(C)(C)C)=O)OC(C(C)(C)C)=O)=O (1-Methyl-3-{N-[β-(3,4-dipivalyloxyphenyl)ethyl]}carbamoylpyridinium iodide), O (water), C([O-])(O)=O.[Na+] (sodium bicarbonate), S(=O)([O-])S(=O)[O-].[Na+].[Na+] (sodium dithionite). Solvent: C(C)(=O)OCC (ethyl acetate), CO (CH3OH). Run at time 20 minute. Product: CN1C=C(CC=C1)C(NCCC1=CC(=C(C=C1)OC(C(C)(C)C)=O)OC(C(C)(C)C)=O)=O (1-Methyl-3-{N-[β-(3,4-dipivalyloxyphenyl)ethyl]}carbamoyl-1,4-dihydropyridine). Reaction SMILES: [I-].[CH3:2][N+:3]1[CH:8]=[CH:7][CH:6]=[C:5]([C:9](=[O:33])[NH:10][CH2:11][CH2:12][C:13]2[CH:18]=[CH:17][C:16]([O:19][C:20](=[O:25])[C:21]([CH3:24])([CH3:23])[CH3:22])=[C:15]([O:26][C:27](=[O:32])[C:28]([CH3:31])([CH3:30])[CH3:29])[CH:14]=2)[CH:4]=1.O.C(=O)(O)[O-].[Na+].S(S([O-])=O)([O-])=O.[Na+].[Na+]>CO.C(OCC)(=O)C>[CH3:2][N:3]1[CH:8]=[CH:7][CH2:6][C:5]([C:9](=[O:33])[NH:10][CH2:11][CH2:12][C:13]2[CH:18]=[CH:17][C:16]([O:19][C:20](=[O:25])[C:21]([CH3:24])([CH3:23])[CH3:22])=[C:15]([O:26][C:27](=[O:32])[C:28]([CH3:31])([CH3:30])[CH3:29])[CH:14]=2)=[CH:4]1 |f:0.1,3.4,5.6.7|. Procedure: To a cold mixture of 2.0 g (3.5 mmol) of compound 6c, 200 ml of deaerated water and 100 ml of ethyl acetate, 1.14 g (14 mmol) of sodium bicarbonate and 2.43 g (14 mmol) of sodium dithionite were added. The mixture was stirred under N2 for 20 mins. The ethyl acetate layer was separated and the aqueous layer was re-extracted with 100 ml of ethyl acetate. The combined ethyl acetate was washed with cold deaerated water, dried over anhydrous Na2SO4 and distilled on rotovapor. The viscous yellow oily ... Reactants: C(C)(=O)SC=1N=CN2C1SC=C2 (7-acetylthioimidazo[5,1-b]thiazole), N(=[N+]=[N-])C[C@H](CO)O[Si](CC)(CC)CC ((2R)-3-azido-2-triethylsilyloxy-1-propanol). The product is N(=[N+]=[N-])C[C@H](CSC=1N=CN2C1SC=C2)O[Si](CC)(CC)CC (7-((2R)-3-azido-2-triethylsilyloxypropyl)thioimidazo[5,1-b]thiazole). The yield is 85.2%. Reaction SMILES: C([S:4][C:5]1[N:6]=[CH:7][N:8]2[CH:12]=[CH:11][S:10][C:9]=12)(=O)C.[N:13]([CH2:16][C@@H:17]([O:20][Si:21]([CH2:26][CH3:27])([CH2:24][CH3:25])[CH2:22][CH3:23])[CH2:18]O)=[N+:14]=[N-:15]>>[N:13]([CH2:16][C@@H:17]([O:20][Si:21]([CH2:26][CH3:27])([CH2:24][CH3:25])[CH2:22][CH3:23])[CH2:18][S:4][C:5]1[N:6]=[CH:7][N:8]2[CH:12]=[CH:11][S:10][C:9]=12)=[N+:14]=[N-:15]. Procedure: The procedure of Synthesis Example 11b) was repeated, except that 907 mg of 7-acetylthioimidazo[5,1-b]thiazole and 1.27 g of (2R)-3-azido-2-triethylsilyloxy-1-propanol was used as the starting compound. Thus, 1.44 g of 7-((2R)-3-azido-2-triethylsilyloxypropyl)thioimidazo[5,1-b]thiazole was prepared. Reactants: P(=O)([O-])(O)O.[Na+] (monosodium phosphate), potassium tert.-butylate, CC1([C@@H]([C@@H]1C=O)C(=O)[O-])C.[Na+] (sodium (1R,cis) 2,2-dimethyl-3-formyl-cyclopropane-carboxylate), [Cl-].COC[P+](C1=CC=CC=C1)(C1=CC=CC=C1)C1=CC=CC=C1 (methoxymethyl triphenylphosphonium chloride). Run in CN(C=O)C (dimethylformamide), CN(C=O)C (dimethylformamide). Run at time 90 minute. Product: CC1(C(C1C=COC)C(=O)O)C (2,2-dimethyl-3-(2-methoxy-1-ethenyl)-cyclopropane-carboxylic acid). As a reaction SMILES: [CH3:1][C:2]1([CH3:10])[C@@H:4]([CH:5]=O)[C@H:3]1[C:7]([O-:9])=[O:8].[Na+].[Cl-].[CH3:13][O:14][CH2:15][P+](C1C=CC=CC=1)(C1C=CC=CC=1)C1C=CC=CC=1.P(O)(O)([O-])=O.[Na+]>CN(C)C=O>[CH3:1][C:2]1([CH3:10])[CH:4]([CH:5]=[CH:13][O:14][CH3:15])[CH:3]1[C:7]([OH:9])=[O:8] |f:0.1,2.3,4.5|. Procedure: A solution of 9 g of 96.5% potassium tert.-butylate in 90 ml of dimethylformamide was added at -60° C. to a solution of 12.58 g of sodium (1R,cis) 2,2-dimethyl-3-formyl-cyclopropane-carboxylate, 350 ml of dimethylformamide and 26.27 g of methoxymethyl triphenylphosphonium chloride and the temperature was allowed to rise to 20° C. with stirring over 90 minutes. The mixture was poured into aqueous monosodium phosphate solution and was extracted with diisopropyl oxide. The combined organic phases w... Starting materials: BrC1=C(C=CC=C1)CCNC(OC(C)(C)C)=O (tert-butyl [2-(2-bromophenyl)ethyl]carbamate), [H-].[Na+] (sodium hydride), O (water), IC (Iodomethane). Solvent: C1CCOC1 (THF), C1CCOC1 (THF). Conditions: temperature 60 celsius, time 10 minute. The product is BrC1=C(C=CC=C1)CCN(C(OC(C)(C)C)=O)C (tert-Butyl [2-(2-bromophenyl)ethyl](methyl)carbamate). Reaction SMILES: [Br:1][C:2]1[CH:7]=[CH:6][CH:5]=[CH:4][C:3]=1[CH2:8][CH2:9][NH:10][C:11](=[O:17])[O:12][C:13]([CH3:16])([CH3:15])[CH3:14].[H-].[Na+].I[CH3:21].O>C1COCC1>[Br:1][C:2]1[CH:7]=[CH:6][CH:5]=[CH:4][C:3]=1[CH2:8][CH2:9][N:10]([CH3:21])[C:11](=[O:17])[O:12][C:13]([CH3:14])([CH3:16])[CH3:15] |f:1.2|. Procedure details: A solution of tert-butyl [2-(2-bromophenyl)ethyl]carbamate (810 mg, 2.7 mmol) in dry THF (2.0 mL) was transferred to a flask with a suspension of sodium hydride (65 mg, 2.7 mmol) in dry THF (2.0 mL) under an atmosphere of argon. The mixture was stirred for 15 min at room temperature and 10 min at 60° C. Iodomethane (0.19 mL, 2.97 mmol) was added with a syringe. After 4 h the reaction mixture was poured into water and extracted with EtOAc (×3). The organic phases were combined and washed with bri... Starting materials: [BH4-], CO, Cc1ccc(-n2nccn2)cc1C=O, [Na+]. Yields the product Cc1ccc(-n2nccn2)cc1CO. Reaction SMILES: [BH4-:15].[CH3:17][OH:18].[CH3:1][c:2]1[c:3]([CH:4]=[O:5])[cH:6][c:7](-[n:10]2[n:11][cH:12][cH:13][n:14]2)[cH:8][cH:9]1.[Na+:16]>>[CH3:1][c:2]1[c:3]([CH2:4][OH:5])[cH:6][c:7](-[n:10]2[n:11][cH:12][cH:13][n:14]2)[cH:8][cH:9]1. The reactants are P12(=S)SP3(=S)SP(=S)(S1)SP(=S)(S2)S3 (diphosphorus pentasulfide), C(CC)C(CO)CCCCC (2-propylheptanol). The solvent is C1(=CC=CC=C1)C (toluene). Reaction conditions: temperature 75 celsius, time 2 hour. Yields the product C(CC)C(COP(S)(OCC(CCCCC)CCC)=S)CCCCC (di(2-propylheptyl)dithiophosphoric acid). RXN SMILES: [P:1]12([S:13]P3(SP(SP(S3)(S1)=S)(=S)S2)=S)=[S:2].[CH2:15]([CH:18]([CH2:21][CH2:22][CH2:23][CH2:24][CH3:25])[CH2:19][OH:20])[CH2:16][CH3:17]>C1(C)C=CC=CC=1>[CH2:15]([CH:18]([CH2:21][CH2:22][CH2:23][CH2:24][CH3:25])[CH2:19][O:20][P:1](=[S:2])([O:20][CH2:19][CH:18]([CH2:15][CH2:16][CH3:17])[CH2:21][CH2:22][CH2:23][CH2:24][CH3:25])[SH:13])[CH2:16][CH3:17]. Reported procedure: 0.2 mol of diphosphorus pentasulfide (44 g) was suspended in 300 ml of toluene and heated to 75° C. Then 0.8 mol of 2-propylheptanol (127 g) was added dropwise with evolution of gas over a period of 1 h. The reaction mixture was stirred at 75° C. for a further 2 hours. A clear solution was obtained. The conversion was >95% (determined by means of acid-base titration). Starting materials: CN(C(=O)Cl)C1=CC=CC=C1 (N-methyl-N-phenylcarbamoyl chloride), NCCCN1C(=NC=2C(=NC(=C(C21)C)C)N)COCC (1-(3-aminopropyl)-2-(ethoxymethyl)-6,7-dimethyl-1H-imidazo[4,5-c]pyridin-4-amine). The product is NC1=NC(=C(C2=C1N=C(N2CCCNC(N(C2=CC=CC=C2)C)=O)COCC)C)C (N′-[3-(4-amino-2-ethoxymethyl-6,7-dimethyl-1H-imidazo[4,5-c]pyridin-1-yl)propyl]-N-methyl-N-phenylurea). Reaction SMILES: [CH3:1][N:2]([C:6]1[CH:11]=[CH:10][CH:9]=[CH:8][CH:7]=1)[C:3](Cl)=[O:4].[NH2:12][CH2:13][CH2:14][CH2:15][N:16]1[C:24]2[C:23]([CH3:25])=[C:22]([CH3:26])[N:21]=[C:20]([NH2:27])[C:19]=2[N:18]=[C:17]1[CH2:28][O:29][CH2:30][CH3:31]>>[NH2:27][C:20]1[C:19]2[N:18]=[C:17]([CH2:28][O:29][CH2:30][CH3:31])[N:16]([CH2:15][CH2:14][CH2:13][NH:12][C:3](=[O:4])[N:2]([CH3:1])[C:6]3[CH:11]=[CH:10][CH:9]=[CH:8][CH:7]=3)[C:24]=2[C:23]([CH3:25])=[C:22]([CH3:26])[N:21]=1. Procedure details: Using the method of Examples 94-105, N-methyl-N-phenylcarbamoyl chloride was reacted with 1-(3-aminopropyl)-2-(ethoxymethyl)-6,7-dimethyl-1H-imidazo[4,5-c]pyridin-4-amine to provide the desired compound. The observed accurate mass was 411.2513. Reactants: O=C([O-])[O-], CCCN, CCO, [I-], [K+], [K+], [Na+], Cc1ccc(S(=O)(=O)OCC2CCOC2)cc1. The product is CCCNCC1CCOC1. As a reaction SMILES: [C:20](=[O:21])([O-:22])[O-:23].[CH3:26][CH2:27][CH2:28][NH2:29].[CH3:30][CH2:31][OH:32].[I-:19].[K+:24].[K+:25].[Na+:18].[O:1]([S:2]([c:3]1[cH:4][cH:5][c:6]([CH3:7])[cH:8][cH:9]1)(=[O:10])=[O:11])[CH2:12][CH:13]1[CH2:14][O:15][CH2:16][CH2:17]1>>[CH2:12]([CH:13]1[CH2:14][O:15][CH2:16][CH2:17]1)[NH:29][CH2:28][CH2:27][CH3:26]. Reactants: C(CCCCC(=O)Cl)(=O)Cl (adipoyl chloride), NC=1C=C(C=CC1)O (3-aminophenol). The solvent is O1CCCC1 (tetrahydrofuran), O1CCCC1 (THF). Run at time 12.5 minute. The product is OC=1C=C(C=CC1)NC(CCCCC(=O)NC1=CC(=CC=C1)O)=O (N,N'-bis(3-hydroxyphenyl)adipamide). RXN SMILES: [C:1](Cl)(=[O:9])[CH2:2][CH2:3][CH2:4][CH2:5][C:6](Cl)=[O:7].[NH2:11][C:12]1[CH:13]=[C:14]([OH:18])[CH:15]=[CH:16][CH:17]=1>O1CCCC1>[OH:18][C:14]1[CH:13]=[C:12]([NH:11][C:1](=[O:9])[CH2:2][CH2:3][CH2:4][CH2:5][C:6]([NH:11][C:12]2[CH:17]=[CH:16][CH:15]=[C:14]([OH:18])[CH:13]=2)=[O:7])[CH:17]=[CH:16][CH:15]=1. Reported procedure: A solution of adipoyl chloride (5.5 g, 0.03 mol) in dry tetrahydrofuran (THF, 50 mL) is added dropwise to a magnetically stirred solution of 3-aminophenol (13.0 g, 0.12 mol) in 150 mL of THF. A precipitate forms after 10-15 minutes and is collected by filtration, washed with water, washed with a mixture of water and tetrahydrofuran and recrystallized from an ethanol/water mixture. Analysis of the resulting 8.86 g of white solid indicates it to have the following structure: ##STR2## Starting materials: CCO, ClCc1ccccc1, CCOC(=O)C1CCNCC1, O=C([O-])[O-]. The product is CCOC(=O)C1CCN(Cc2ccccc2)CC1. RXN SMILES: [CH3:24][CH2:25][OH:26].[Cl:12][CH2:13][c:14]1[cH:15][cH:16][cH:17][cH:18][cH:19]1.[NH:1]1[CH2:2][CH2:3][CH:4]([C:5](=[O:6])[O:7][CH2:8][CH3:9])[CH2:10][CH2:11]1.[O-:20][C:21](=[O:22])[O-:23]>>[N:1]1([CH2:13][c:14]2[cH:15][cH:16][cH:17][cH:18][cH:19]2)[CH2:2][CH2:3][CH:4]([C:5](=[O:6])[O:7][CH2:8][CH3:9])[CH2:10][CH2:11]1.